This data is from the Open Reaction Database (ORD), a public repository of structured organic reaction records. The task is: describe an organic reaction: reactants, conditions, products, and yield Starting materials: OCCCCCCCCCCCCCCCCBr, CN(C)P(=O)(N(C)C)N(C)C, N#Cc1ccc(N)cc1, O. The product is N#Cc1ccc(NCCCCCCCCCCCCCCCCO)cc1. Reaction SMILES: [Br:10][CH2:11][CH2:12][CH2:13][CH2:14][CH2:15][CH2:16][CH2:17][CH2:18][CH2:19][CH2:20][CH2:21][CH2:22][CH2:23][CH2:24][CH2:25][CH2:26][OH:27].[CH3:29][N:30]([P:31]([N:32]([CH3:33])[CH3:34])([N:35]([CH3:36])[CH3:37])=[O:38])[CH3:39].[NH2:1][c:2]1[cH:3][cH:4][c:5]([C:6]#[N:7])[cH:8][cH:9]1.[OH2:28]>>[NH:1]([c:2]1[cH:3][cH:4][c:5]([C:6]#[N:7])[cH:8][cH:9]1)[CH2:11][CH2:12][CH2:13][CH2:14][CH2:15][CH2:16][CH2:17][CH2:18][CH2:19][CH2:20][CH2:21][CH2:22][CH2:23][CH2:24][CH2:25][CH2:26][OH:27]. Starting materials: C1COCCN1, Cc1ccccc1, O=Cc1ccccc1, Nc1c2c(nc3ccccc13)CCCC2O. Yields the product c1ccc(C2Nc3c4c(nc5ccccc35)CCCC4O2)cc1. RXN SMILES: [CH2:17]1[NH:18][CH2:19][CH2:20][O:21][CH2:22]1.[CH3:31][c:32]1[cH:33][cH:34][cH:35][cH:36][cH:37]1.[CH:23](=[O:24])[c:25]1[cH:26][cH:27][cH:28][cH:29][cH:30]1.[NH2:1][c:2]1[c:3]2[cH:4][cH:5][cH:6][cH:7][c:8]2[n:9][c:10]2[c:15]1[CH:14]([OH:16])[CH2:13][CH2:12][CH2:11]2>>[NH:1]1[c:2]2[c:3]3[cH:4][cH:5][cH:6][cH:7][c:8]3[n:9][c:10]3[c:15]2[CH:14]([CH2:13][CH2:12][CH2:11]3)[O:16][CH:23]1[c:25]1[cH:26][cH:27][cH:28][cH:29][cH:30]1. The reactants are I.FC1=C(C=C(C(=C1)N1N=C(N=C1)C)OC)NC(=N)SC (Methyl 2-fluoro-5-methoxy-4-(3-methyl-1H-1,2,4-triazol-1-yl)phenylcarbamimidothioate, hydroiodide), C(C)(C)N(C(C)C)CC (N,N-diisopropylethylamine), NN (hydrazine), ClCCCCC(C(=O)O)C1=CC=C(C=C1)OCC(F)(F)F (6-chloro-2-(4-(2,2,2-trifluoroethoxy)phenyl)hexanoic acid), CN1CCOCC1 (N-methylmorpholine). Procedure: Methyl 2-fluoro-5-methoxy-4-(3-methyl-1H-1,2,4-triazol-1-yl)phenylcarbamimidothioate, hydroiodide (1.50 g, 3.54 mmol, from preparation B) and 6-chloro-2-(4-(2,2,2-trifluoroethoxy)phenyl)hexanoic acid (1.21 g, 3.72 mmol, from preparation AW) were coupled [N-methylmorpholine (1.95 mL, 17.7 mmol) was substituted for N,N-diisopropylethylamine] and then reacted with hydrazine (0.560 mL, 17.7 mmol) using a procedure analogous to Step A of Example 13. After an aqueous workup, 5-(5-chloro-1-(4-(2,2,2-tr... RXN SMILES: I.[F:2][C:3]1[CH:8]=[C:7]([N:9]2[CH:13]=[N:12][C:11]([CH3:14])=[N:10]2)[C:6]([O:15][CH3:16])=[CH:5][C:4]=1[NH:17][C:18](SC)=[NH:19].[Cl:22][CH2:23][CH2:24][CH2:25][CH2:26][CH:27]([C:31]1[CH:36]=[CH:35][C:34]([O:37][CH2:38][C:39]([F:42])([F:41])[F:40])=[CH:33][CH:32]=1)[C:28](O)=O.CN1CCOCC1.C(N(CC)C(C)C)(C)C.[NH2:59][NH2:60]>>[Cl:22][CH2:23][CH2:24][CH2:25][CH2:26][CH:27]([C:28]1[NH:60][N:59]=[C:18]([NH:17][C:4]2[CH:5]=[C:6]([O:15][CH3:16])[C:7]([N:9]3[CH:13]=[N:12][C:11]([CH3:14])=[N:10]3)=[CH:8][C:3]=2[F:2])[N:19]=1)[C:31]1[CH:36]=[CH:35][C:34]([O:37][CH2:38][C:39]([F:40])([F:41])[F:42])=[CH:33][CH:32]=1 |f:0.1|. Product: ClCCCCC(C1=CC=C(C=C1)OCC(F)(F)F)C1=NC(=NN1)NC1=C(C=C(C(=C1)OC)N1N=C(N=C1)C)F (5-(5-chloro-1-(4-(2,2,2-trifluoroethoxy)phenyl)pentyl)-N-(2-fluoro-5-methoxy-4-(3-methyl-1H-1,2,4-triazol-1-yl)phenyl)-1H-1,2,4-triazol-3-amine). The reactants are BrC1=CC=C(C=C1)C(CC(=O)C1CC1)=O (1-(4-bromophenyl)-3-cyclopropyl-1,3-propanedione), Cl.NO (hydroxylamine hydrochloride), O (water). The yield is 40.5%. Procedure: To a solution of 1-(4-bromophenyl)-3-cyclopropyl-1,3-propanedione (2.60 g, 9.73 mmol) in anhydrous MeOH (80 ml) was added hydroxylamine hydrochloride (2.71 g, 39.00 mmol). The mixture was heated to reflux for 14 h. Upon cooling, the solution was poured into water, and extracted with CH2Cl2 (3×200 ml). The combined organic phases were dried with MgSO4 and concentrated in vacuo. The regioisomers were separated by flash chromatography (CH2Cl2/hexanes, 10:90 to 40:60) to yield the title compound as ... The product is BrC1=CC=C(C=C1)C1=NOC(=C1)C1CC1 (3-(4-bromophenyl)-5-cyclopropylisoxazole). The solvent is CO (MeOH). As a reaction SMILES: [Br:1][C:2]1[CH:7]=[CH:6][C:5]([C:8](=O)[CH2:9][C:10]([CH:12]2[CH2:14][CH2:13]2)=[O:11])=[CH:4][CH:3]=1.Cl.[NH2:17]O.O>CO>[Br:1][C:2]1[CH:7]=[CH:6][C:5]([C:8]2[CH:9]=[C:10]([CH:12]3[CH2:14][CH2:13]3)[O:11][N:17]=2)=[CH:4][CH:3]=1 |f:1.2|. Yields the product O1C(OCCC1)C=1C=C(C=CC1)SC=1C=C2C=C(C(=NC2=CC1F)N)CC1CCOCC1 (6-(3-[1,3]Dioxan-2-yl-phenylsulfanyl)-7-fluoro-3-(tetrahydro-pyran-4-ylmethyl)-quinolin-2-ylamine). Solvent: C1CCOC1 (THF). Starting materials: O1C(OCCC1)C=1C=C(C=CC1)SC=1C(=CC(=C(C1)C=C(C#N)CC1CCOCC1)[N+](=O)[O-])F (3-[5-(3-[1,3]dioxan-2-yl-phenylsulfanyl)-4-fluoro-2-nitro-phenyl]-2-(tetrahydro-pyran-4-ylmethyl)-acrylonitrile), [NH4+].[Cl-] (NH4Cl), CO (CH3OH), 300W. The reagents and catalysts are [Zn] (Zn). Procedure: In three μwave tubes 3-[5-(3-[1,3]dioxan-2-yl-phenylsulfanyl)-4-fluoro-2-nitro-phenyl]-2-(tetrahydro-pyran-4-ylmethyl)-acrylonitrile (0.25 g, 0.52 mmol, each tube), Zn (3 g, 0.046 mol, each tube), NH4Cl (0.98 g, 0.018 mol, each tube), CH3OH (3 mL, in each tube), and THF (1 mL, in each tube) were reacted via μwave @ 300W, 130° C. for 12 min. The resulting mixtures were combined, filtered through Celite®, and the solvent removed to yield a residue, which was purified by silica column chromatograph... Reaction SMILES: [O:1]1[CH2:6][CH2:5][CH2:4][O:3][CH:2]1[C:7]1[CH:8]=[C:9]([S:13][C:14]2[C:15]([F:34])=[CH:16][C:17]([N+:31]([O-])=O)=[C:18]([CH:20]=[C:21]([CH2:24][CH:25]3[CH2:30][CH2:29][O:28][CH2:27][CH2:26]3)[C:22]#[N:23])[CH:19]=2)[CH:10]=[CH:11][CH:12]=1.[NH4+].[Cl-].CO>[Zn].C1COCC1>[O:1]1[CH2:6][CH2:5][CH2:4][O:3][CH:2]1[C:7]1[CH:8]=[C:9]([S:13][C:14]2[CH:19]=[C:18]3[C:17](=[CH:16][C:15]=2[F:34])[N:31]=[C:22]([NH2:23])[C:21]([CH2:24][CH:25]2[CH2:30][CH2:29][O:28][CH2:27][CH2:26]2)=[CH:20]3)[CH:10]=[CH:11][CH:12]=1 |f:1.2|. The reactants are C(C)(C)(C)OC(N[C@@H](CC(C)(C)C)CO)=O (((S)-1-hydroxymethyl-3,3-dimethyl-butyl)-carbamic acid tert-butyl ester), Cl (HCl). Run in O1CCOCC1 (dioxane). Reaction conditions: time 8 hour. The product is Cl.N[C@H](CO)CC(C)(C)C ((S)-2-Amino-4,4-dimethyl-pentan-1-ol hydrochloride). RXN SMILES: C(OC(=O)[NH:7][C@H:8]([CH2:14][OH:15])[CH2:9][C:10]([CH3:13])([CH3:12])[CH3:11])(C)(C)C.[ClH:17]>O1CCOCC1>[ClH:17].[NH2:7][C@@H:8]([CH2:9][C:10]([CH3:13])([CH3:12])[CH3:11])[CH2:14][OH:15] |f:3.4|. Procedure details: To a solution of ((S)-1-hydroxymethyl-3,3-dimethyl-butyl)-carbamic acid tert-butyl ester (200 mg, 0.605 mmol) in dioxane (4 mL) was added HCl (4N in dioxane, 6.05 mL, 24.21 mmol). The reaction mixture was stirred at RT overnight and concentrated to give the desired material as a white powder which was used without further purification in the next. 1H NMR (400 MHz, DMSO-d6) δ (ppm): 7.79 (bs, 3H), 5.37 (m, 1H), 3.60 (m, 1H), 3.40 (overlap with water, m, 1H), 3.09 (m, 1H), 1.47 (dd, 1H), 1.33 (dd,... Reactants: [BH4-], CCO, CC(=O)C=Cc1ccc(-c2ccccc2)c(Cl)c1, [Na+]. The product is CC(O)C=Cc1ccc(-c2ccccc2)c(Cl)c1. RXN SMILES: [BH4-:19].[CH3:21][CH2:22][OH:23].[Cl:1][c:2]1[c:3](-[c:13]2[cH:14][cH:15][cH:16][cH:17][cH:18]2)[cH:4][cH:5][c:6]([CH:8]=[CH:9][C:10]([CH3:11])=[O:12])[cH:7]1.[Na+:20]>>[Cl:1][c:2]1[c:3](-[c:13]2[cH:14][cH:15][cH:16][cH:17][cH:18]2)[cH:4][cH:5][c:6]([CH:8]=[CH:9][CH:10]([CH3:11])[OH:12])[cH:7]1. Reactants: C1(=C(C=CC=C1)NC(OC1CCN(CC1)CCN(C)C(CCCCCN(C)CC1=CC(=CC=C1)C(N(C)CCCN(C)C(CO[C@H]1CC2=CC=CC=C2C12CCN(CC2)CC[C@]2(CN(CO2)C(C2=CC(=CC(=C2)C(F)(F)F)C(F)(F)F)=O)C2=CC=C(C=C2)F)=O)=O)=O)=O)C2=CC=CC=C2 (1-{2-[{6-[{3-[{3-[({[(2S)-1′-{2-[(5R)-3-[3,5-Bis(trifluoromethyl)benzoyl]-5-(4-fluorophenyl)-1,3-oxazolidin-5-yl]ethyl}-2,3-dihydrospiro[indene-1,4′-piperidin]-2-yl]oxy}acetyl)(methyl)amino]propyl}(methyl)carbamoyl]benzyl}(methyl)amino]hexanoyl}(methyl)amino]ethyl}piperidin-4-yl biphenyl-2-ylcarbamate), Cl.O1CCOCC1 (hydrochloric acid 1,4-dioxane). Run in ClCCl (dichloromethane). Conditions: time 10 minute. Product: Cl.Cl.Cl.C1(=C(C=CC=C1)NC(OC1CCN(CC1)CCN(C)C(CCCCCN(C)CC1=CC(=CC=C1)C(N(C)CCCN(C)C(CO[C@H]1CC2=CC=CC=C2C12CCN(CC2)CC[C@]2(CN(CO2)C(C2=CC(=CC(=C2)C(F)(F)F)C(F)(F)F)=O)C2=CC=C(C=C2)F)=O)=O)=O)=O)C2=CC=CC=C2 (1-{2-[{6-[{3-[{3-[({[(2S)-1′-{2-[(5R)-3-[3,5-Bis(trifluoromethyl)benzoyl]-5-(4-fluorophenyl)-1,3-oxazolidin-5-yl]ethyl}-2,3-dihydrospiro[indene-1,4′-piperidin]-2-yl]oxy}acetyl)(methyl)amino]propyl}(methyl)carbamoyl]benzyl}(methyl)amino]hexanoyl}(methyl)amino]ethyl}piperidin-4-yl biphenyl-2-ylcarbamate trihydrochloride). The yield is 50.0%. As a reaction SMILES: [C:1]1([C:94]2[CH:99]=[CH:98][CH:97]=[CH:96][CH:95]=2)[CH:6]=[CH:5][CH:4]=[CH:3][C:2]=1[NH:7][C:8](=[O:93])[O:9][CH:10]1[CH2:15][CH2:14][N:13]([CH2:16][CH2:17][N:18]([C:20](=[O:92])[CH2:21][CH2:22][CH2:23][CH2:24][CH2:25][N:26]([CH2:28][C:29]2[CH:34]=[CH:33][CH:32]=[C:31]([C:35](=[O:91])[N:36]([CH2:38][CH2:39][CH2:40][N:41]([C:43](=[O:90])[CH2:44][O:45][C@@H:46]3[C:54]4([CH2:59][CH2:58][N:57]([CH2:60][CH2:61][C@:62]5([C:83]6[CH:88]=[CH:87][C:86]([F:89])=[CH:85][CH:84]=6)[O:66][CH2:65][N:64]([C:67](=[O:82])[C:68]6[CH:73]=[C:72]([C:74]([F:77])([F:76])[F:75])[CH:71]=[C:70]([C:78]([F:81])([F:80])[F:79])[CH:69]=6)[CH2:63]5)[CH2:56][CH2:55]4)[C:53]4[C:48](=[CH:49][CH:50]=[CH:51][CH:52]=4)[CH2:47]3)[CH3:42])[CH3:37])[CH:30]=2)[CH3:27])[CH3:19])[CH2:12][CH2:11]1.[ClH:100].O1CCOCC1>ClCCl>[ClH:100].[ClH:100].[ClH:100].[C:1]1([C:94]2[CH:95]=[CH:96][CH:97]=[CH:98][CH:99]=2)[CH:6]=[CH:5][CH:4]=[CH:3][C:2]=1[NH:7][C:8](=[O:93])[O:9][CH:10]1[CH2:15][CH2:14][N:13]([CH2:16][CH2:17][N:18]([C:20](=[O:92])[CH2:21][CH2:22][CH2:23][CH2:24][CH2:25][N:26]([CH2:28][C:29]2[CH:34]=[CH:33][CH:32]=[C:31]([C:35](=[O:91])[N:36]([CH2:38][CH2:39][CH2:40][N:41]([C:43](=[O:90])[CH2:44][O:45][C@@H:46]3[C:54]4([CH2:59][CH2:58][N:57]([CH2:60][CH2:61][C@:62]5([C:83]6[CH:88]=[CH:87][C:86]([F:89])=[CH:85][CH:84]=6)[O:66][CH2:65][N:64]([C:67](=[O:82])[C:68]6[CH:69]=[C:70]([C:78]([F:79])([F:80])[F:81])[CH:71]=[C:72]([C:74]([F:75])([F:76])[F:77])[CH:73]=6)[CH2:63]5)[CH2:56][CH2:55]4)[C:53]4[C:48](=[CH:49][CH:50]=[CH:51][CH:52]=4)[CH2:47]3)[CH3:42])[CH3:37])[CH:30]=2)[CH3:27])[CH3:19])[CH2:12][CH2:11]1 |f:1.2,4.5.6.7|. Procedure details: The compound (60.0 mg, 43.6 μmol) obtained in Example 41b was dissolved in dichloromethane (6 mL), a 4 N hydrochloric acid-1,4-dioxane solution (33 μL, 0.131 mmol) was added, and the mixture was stirred for 10 minutes and then concentrated under reduced pressure to give the title compound (32.4 mg; yield, 50%) as a white solid. The reactants are [Al+3], O=C(Cl)c1ccccc1, ClCCl, [Cl-], [Cl-], [Cl-], O, OC(c1ccccc1)(c1ccccc1)c1ccccc1, c1ccccc1. The product is O=C(c1ccccc1)c1ccccc1. RXN SMILES: [Al+3:37].[C:21]([Cl:22])(=[O:23])[c:24]1[cH:25][cH:26][cH:27][cH:28][cH:29]1.[CH2:40]([Cl:41])[Cl:42].[Cl-:36].[Cl-:38].[Cl-:39].[OH2:43].[c:1]1([C:7]([OH:8])([c:9]2[cH:10][cH:11][cH:12][cH:13][cH:14]2)[c:15]2[cH:16][cH:17][cH:18][cH:19][cH:20]2)[cH:2][cH:3][cH:4][cH:5][cH:6]1.[cH:30]1[cH:31][cH:32][cH:33][cH:34][cH:35]1>>[c:1]1([C:7](=[O:8])[c:9]2[cH:10][cH:11][cH:12][cH:13][cH:14]2)[cH:2][cH:3][cH:4][cH:5][cH:6]1. Reactants: CO (methyl alcohol), S(=O)(=O)(OC(C)CCOC1=CC=CC=C1)C1=CC=C(C)C=C1 (4-phenoxy-2-butyl tosylate), C(C)NCC (diethylamine), C(C)OCC (diethyl ether). Solvent: C(Cl)(Cl)Cl (chloroform). Yields the product CC(CCOC1=CC=CC=C1)N(CC)CC (1-methyl-3-phenoxypropyldiethylamine). Yield: 77.0%. RXN SMILES: CO.S(C1C=CC(C)=CC=1)(O[CH:7]([CH2:9][CH2:10][O:11][C:12]1[CH:17]=[CH:16][CH:15]=[CH:14][CH:13]=1)[CH3:8])(=O)=O.[CH2:25]([NH:27][CH2:28][CH3:29])[CH3:26].C(OCC)C>C(Cl)(Cl)Cl>[CH3:8][CH:7]([N:27]([CH2:28][CH3:29])[CH2:25][CH3:26])[CH2:9][CH2:10][O:11][C:12]1[CH:13]=[CH:14][CH:15]=[CH:16][CH:17]=1. Procedure details: To 60 ml of absolute methyl alcohol were added 10 g of 4-phenoxy-2-butyl tosylate and 9.62 g of diethylamine. The mixture was reacted in a sealed tube for one hour at 125° C. After the reaction solution was condensed under reduced pressure, 100 ml of diethyl ether was added into the solution and the solution was separated with 20% aqueous sodium hydroxide solution. The ether layer was dried with anhydrous sodium sulfate, and the ether was removed under reduced pressure therefrom. The residue thu...